From a dataset of the Open Reaction Database (ORD), a public repository of structured organic reaction records. describe an organic reaction: reactants, conditions, products, and yield Reactants: CS(=O)(=O)OCCn1ccc2cc(C#Cc3ccc(-c4ccc(Cl)cc4)cn3)ccc21, CCCNCC1CC1, CN(C)C=O. Product: CCCN(CCn1ccc2cc(C#Cc3ccc(-c4ccc(Cl)cc4)cn3)ccc21)CC1CC1. Reaction SMILES: [CH3:9][S:10]([O:11][CH2:14][CH2:15][n:16]1[cH:17][cH:18][c:19]2[cH:20][c:21]([C:25]#[C:26][c:27]3[n:28][cH:29][c:30](-[c:33]4[cH:34][cH:35][c:36]([Cl:39])[cH:37][cH:38]4)[cH:31][cH:32]3)[cH:22][cH:23][c:24]12)(=[O:12])=[O:13].[CH:1]1([CH2:4][NH:5][CH2:6][CH2:7][CH3:8])[CH2:2][CH2:3]1.[O:40]=[CH:41][N:42]([CH3:43])[CH3:44]>>[CH:1]1([CH2:4][N:5]([CH2:6][CH2:7][CH3:8])[CH2:14][CH2:15][n:16]2[cH:17][cH:18][c:19]3[cH:20][c:21]([C:25]#[C:26][c:27]4[n:28][cH:29][c:30](-[c:33]5[cH:34][cH:35][c:36]([Cl:39])[cH:37][cH:38]5)[cH:31][cH:32]4)[cH:22][cH:23][c:24]23)[CH2:2][CH2:3]1. Starting materials: BrCC1=CC(=C(C=C1C(C)C)S(=O)(=O)N)C(C)C (4-bromomethyl-2,5-diisopropylbenzenesulfonamide), [C-]#N.[Na+] (sodium cyanide), ice water. Run in CS(=O)C (dimethylsulfoxide). The product is C(#N)CC1=CC(=C(C=C1C(C)C)S(=O)(=O)N)C(C)C (4-cyanomethyl-2,5-diisopropylbenzenesulfonamide). Reaction SMILES: Br[CH2:2][C:3]1[C:8]([CH:9]([CH3:11])[CH3:10])=[CH:7][C:6]([S:12]([NH2:15])(=[O:14])=[O:13])=[C:5]([CH:16]([CH3:18])[CH3:17])[CH:4]=1.[C-:19]#[N:20].[Na+]>CS(C)=O>[C:19]([CH2:2][C:3]1[C:8]([CH:9]([CH3:11])[CH3:10])=[CH:7][C:6]([S:12]([NH2:15])(=[O:14])=[O:13])=[C:5]([CH:16]([CH3:18])[CH3:17])[CH:4]=1)#[N:20] |f:1.2|. Procedure: To 32 parts 4-bromomethyl-2,5-diisopropylbenzenesulfonamide in 100 parts dimethylsulfoxide is added 10 parts sodium cyanide. The reaction is heated at 65°-70° for 30 minutes and then poured into ice water to give 4-cyanomethyl-2,5-diisopropylbenzenesulfonamide. Purification is accomplished by recrystallization or chromatography on Florisil, silica gel, alumina, etc., but the relatively pure reaction product is useful in the compositions and methods of this invention without purification. Reactants: ClCCl, CN(C)C=O, O=C(O)C(CC1CCCC1)c1ccc(Cl)c(Cl)c1, O=C(Cl)C(=O)Cl, Nc1ncccn1. Product: O=C(Nc1ncccn1)C(CC1CCCC1)c1ccc(Cl)c(Cl)c1. RXN SMILES: [CH2:37]([Cl:38])[Cl:39].[CH3:19][N:20]([CH3:21])[CH:22]=[O:23].[CH:1]1([CH2:6][CH:7]([C:8](=[O:9])[OH:10])[c:11]2[cH:12][c:13]([Cl:18])[c:14]([Cl:17])[cH:15][cH:16]2)[CH2:2][CH2:3][CH2:4][CH2:5]1.[Cl:24][C:25]([C:26]([Cl:27])=[O:28])=[O:29].[NH2:30][c:31]1[n:32][cH:33][cH:34][cH:35][n:36]1>>[CH:1]1([CH2:6][CH:7]([C:8](=[O:10])[NH:30][c:31]2[n:32][cH:33][cH:34][cH:35][n:36]2)[c:11]2[cH:12][c:13]([Cl:18])[c:14]([Cl:17])[cH:15][cH:16]2)[CH2:2][CH2:3][CH2:4][CH2:5]1. Reactants: FC1=C(CN2N=C(C3=C2CCC3)C(N)=N)C=CC=C1 (1-(2-fluorobenzyl)-1,4,5,6-tetrahydrocyclopenta[c]pyrazole-3-carboximidamide), N1(CCOCC1)C(C#N)C#N (morpholin-4-ylmalononitrile). The reagents and catalysts are [Au] (Gold). Run in C(Cl)Cl (DCM). Reaction conditions: temperature 105 celsius. Yields the product FC1=C(CN2N=C(C3=C2CCC3)C3=NC(=C(C(=N3)N)N3CCOCC3)N)C=CC=C1 (2-[1-(2-fluorobenzyl)-1,4,5,6-tetrahydrocyclopenta[c]pyrazol-3-yl]-5-(morpholin-4-yl)pyrimidine-4,6-diamine). As a reaction SMILES: [F:1][C:2]1[CH:19]=[CH:18][CH:17]=[CH:16][C:3]=1[CH2:4][N:5]1[C:9]2[CH2:10][CH2:11][CH2:12][C:8]=2[C:7]([C:13](=[NH:15])[NH2:14])=[N:6]1.[N:20]1([CH:26]([C:29]#[N:30])[C:27]#[N:28])[CH2:25][CH2:24][O:23][CH2:22][CH2:21]1>[Au].C(Cl)Cl>[F:1][C:2]1[CH:19]=[CH:18][CH:17]=[CH:16][C:3]=1[CH2:4][N:5]1[C:9]2[CH2:10][CH2:11][CH2:12][C:8]=2[C:7]([C:13]2[N:14]=[C:27]([NH2:28])[C:26]([N:20]3[CH2:21][CH2:22][O:23][CH2:24][CH2:25]3)=[C:29]([NH2:30])[N:15]=2)=[N:6]1. Procedure details: 75 mg of 1-(2-fluorobenzyl)-1,4,5,6-tetrahydrocyclopenta[c]pyrazole-3-carboximidamide 1-2-4 (0.29 mmol, 1.0 eq.) and 44 mg morpholin-4-ylmalononitrile [0.29 mmol, 1.0 eq.; for preparation see: H. Gold and O. Bayer, Chem. Ber. 94, 2594 (1961)] were suspended in a small amount of DCM and the resulting suspension was evaporated to dryness. The residue was heated for one h at 105° C. The crude product was purified by flash chromatography yielding 86 mg (0.21 mmol, 72%) of analytically pure target co... The reactants are FC(F)(F)C(F)(F)C(F)(F)C(F)(F)CCCCOc1ccc(-c2ccc(Br)cc2)cc1, CCCCCCCCOc1ccc(B(O)O)c(F)c1F, [Na+], [Na+], O=C([O-])[O-], c1ccc(P(c2ccccc2)(c2ccccc2)[Pd](P(c2ccccc2)(c2ccccc2)c2ccccc2)(P(c2ccccc2)(c2ccccc2)c2ccccc2)P(c2ccccc2)(c2ccccc2)c2ccccc2)cc1. The product is CCCCCCCCOc1ccc(-c2ccc(-c3ccc(OCCCCC(F)(F)C(F)(F)C(F)(F)C(F)(F)F)cc3)cc2)c(F)c1F. RXN SMILES: [Br:1][c:2]1[cH:3][cH:4][c:5](-[c:8]2[cH:9][cH:10][c:11]([O:14][CH2:15][CH2:16][CH2:17][CH2:18][C:19]([C:20]([C:21]([C:22]([F:23])([F:24])[F:25])([F:26])[F:27])([F:28])[F:29])([F:30])[F:31])[cH:12][cH:13]2)[cH:6][cH:7]1.[F:32][c:33]1[c:34]([B:49]([OH:50])[OH:51])[cH:35][cH:36][c:37]([O:40][CH2:41][CH2:42][CH2:43][CH2:44][CH2:45][CH2:46][CH2:47][CH3:48])[c:38]1[F:39].[Na+:52].[Na+:53].[O-:54][C:55](=[O:56])[O-:57].[cH:58]1[cH:59][cH:60][c:61]([P:62]([Pd:63]([P:64]([c:65]2[cH:66][cH:67][cH:68][cH:69][cH:70]2)([c:71]2[cH:72][cH:73][cH:74][cH:75][cH:76]2)[c:77]2[cH:78][cH:79][cH:80][cH:81][cH:82]2)([P:83]([c:84]2[cH:85][cH:86][cH:87][cH:88][cH:89]2)([c:90]2[cH:91][cH:92][cH:93][cH:94][cH:95]2)[c:96]2[cH:97][cH:98][cH:99][cH:100][cH:101]2)[P:102]([c:103]2[cH:104][cH:105][cH:106][cH:107][cH:108]2)([c:109]2[cH:110][cH:111][cH:112][cH:113][cH:114]2)[c:115]2[cH:116][cH:117][cH:118][cH:119][cH:120]2)([c:121]2[cH:122][cH:123][cH:124][cH:125][cH:126]2)[c:127]2[cH:128][cH:129][cH:130][cH:131][cH:132]2)[cH:133][cH:134]1>>[c:2]1(-[c:34]2[c:33]([F:32])[c:38]([F:39])[c:37]([O:40][CH2:41][CH2:42][CH2:43][CH2:44][CH2:45][CH2:46][CH2:47][CH3:48])[cH:36][cH:35]2)[cH:3][cH:4][c:5](-[c:8]2[cH:9][cH:10][c:11]([O:14][CH2:15][CH2:16][CH2:17][CH2:18][C:19]([C:20]([C:21]([C:22]([F:23])([F:24])[F:25])([F:26])[F:27])([F:28])[F:29])([F:30])[F:31])[cH:12][cH:13]2)[cH:6][cH:7]1. Reactants: O[C@H](C)[C@@H]1[C@@H]2N(C(=C([C@@H]2C)OP(=O)(C2=CC=CC=C2)C2=CC=CC=C2)C(=O)OCC2=CC=C(C=C2)[N+](=O)[O-])C1=O (4-nitrobenzyl (1R,5R,6S)-6-[(1R)-1-hydroxyethyl]-1-methyl-2-(diphenylphosphoryloxy)-1-carbapen-2-em-3-carboxylate), OC(CC(=O)N1C[C@H](CC1)CN(C(=O)OCC1=CC=C(C=C1)[N+](=O)[O-])C)[C@H]1N(C[C@H](C1)S)C(=O)OCC1=CC=C(C=C1)[N+](=O)[O-] ((2S,4S)-2-[1-hydroxy-2-[(3S)-3-(N-methyl-N-4-nitrobenzyloxycarbonylaminomethyl)pyrrolidin-1-ylcarbonyl)ethyl]-4-mercapto-1-(4-nitrobenzyloxycarbonyl)pyrrolidine). Yields the product O[C@H](C)[C@@H]1[C@@H]2N(C(=C([C@@H]2C)S[C@H]2C[C@H](N(C2)C(=O)OCC2=CC=C(C=C2)[N+](=O)[O-])C(CC(=O)N2C[C@H](CC2)CN(C(=O)OCC2=CC=C(C=C2)[N+](=O)[O-])C)O)C(=O)OCC2=CC=C(C=C2)[N+](=O)[O-])C1=O (4-nitrobenzyl (1R,5S,6S)-6-[(1R)-1-hydroxyethyl]-2-[(2S,4S)-2-[1-hydroxy-2-[(3S)-3-(N-methyl-N-4-nitrobenzyloxycarbonylaminomethyl)pyrrolidin-1-ylcarbonyl]ethyl]-1-(4-nitrobenzyloxycarbonyl)pyrrolidin-4-ylthio]-1-methyl-1-carbapen-2-em-3-carboxylate). The yield is 80.3%. As a reaction SMILES: [OH:1][C@@H:2]([C@H:4]1[C:39](=[O:40])[N:6]2[C:7]([C:26]([O:28][CH2:29][C:30]3[CH:35]=[CH:34][C:33]([N+:36]([O-:38])=[O:37])=[CH:32][CH:31]=3)=[O:27])=[C:8](OP(C3C=CC=CC=3)(C3C=CC=CC=3)=O)[C@H:9]([CH3:10])[C@H:5]12)[CH3:3].[OH:41][CH:42]([C@@H:67]1[CH2:71][C@H:70]([SH:72])[CH2:69][N:68]1[C:73]([O:75][CH2:76][C:77]1[CH:82]=[CH:81][C:80]([N+:83]([O-:85])=[O:84])=[CH:79][CH:78]=1)=[O:74])[CH2:43][C:44]([N:46]1[CH2:50][CH2:49][C@H:48]([CH2:51][N:52]([CH3:66])[C:53]([O:55][CH2:56][C:57]2[CH:62]=[CH:61][C:60]([N+:63]([O-:65])=[O:64])=[CH:59][CH:58]=2)=[O:54])[CH2:47]1)=[O:45]>>[OH:1][C@@H:2]([C@H:4]1[C:39](=[O:40])[N:6]2[C:7]([C:26]([O:28][CH2:29][C:30]3[CH:31]=[CH:32][C:33]([N+:36]([O-:38])=[O:37])=[CH:34][CH:35]=3)=[O:27])=[C:8]([S:72][C@@H:70]3[CH2:69][N:68]([C:73]([O:75][CH2:76][C:77]4[CH:78]=[CH:79][C:80]([N+:83]([O-:85])=[O:84])=[CH:81][CH:82]=4)=[O:74])[C@H:67]([CH:42]([OH:41])[CH2:43][C:44]([N:46]4[CH2:50][CH2:49][C@H:48]([CH2:51][N:52]([CH3:66])[C:53]([O:55][CH2:56][C:57]5[CH:58]=[CH:59][C:60]([N+:63]([O-:65])=[O:64])=[CH:61][CH:62]=5)=[O:54])[CH2:47]4)=[O:45])[CH2:71]3)[C@H:9]([CH3:10])[C@H:5]12)[CH3:3]. Procedure details: By using 4-nitrobenzyl (1R,5R,6S)-6-[(1R)-1-hydroxyethyl]-1-methyl-2-(diphenylphosphoryloxy)-1-carbapen-2-em-3-carboxylate (660.8 mg) and (2S,4S)-2-[1-hydroxy-2-[(3S)-3-(N-methyl-N-4-nitrobenzyloxycarbonylaminomethyl)pyrrolidin-1-ylcarbonyl)ethyl]-4-mercapto-1-(4-nitrobenzyloxycarbonyl)pyrrolidine (683.5 mg), reaction and purification were carried out in a similar manner to that described in Example 40-(1), whereby 4-nitrobenzyl (1R,5S,6S)-6-[(1R)-1-hydroxyethyl]-2-[(2S,4S)-2-[1-hydroxy-2-[(3S)-... The reactants are N#CC1=CC=CC=2NC=CC12. Reagents/catalysts: N=1C=CC(=CC1C=2N=CC=C(C2)C(C)(C)C)C(C)(C)C, O1B(OC(C)(C)C1(C)C)B2OC(C)(C)C(O2)(C)C, O1BOC(C)(C)C1(C)C, C1CC=CCCC=C1.C1CC=CCCC=C1.[Cl-].[Cl-].[Ir].[Ir]. The solvent is O1CCCC1. Conditions: temperature 80 celsius, time 16 hour. Yields the product N#CC1=CC=C(B2OC(C)(C)C(O2)(C)C)C=3NC=CC13. The yield is 49.0%.